describe an organic reaction: reactants, conditions, products, and yield From a dataset of the Open Reaction Database (ORD), a public repository of structured organic reaction records. Reactants: BrC1=CC=2C(=NC=C(N2)CCC2=CC(=CC(=C2)OC)OC)N1 (6-bromo-2-[2-(3,5-dimethoxyphenyl)ethyl]-5H-pyrrolo[2,3-b]pyrazine), CN1CCN(CC1)C1=NC=CC(=C1)B1OC(C(O1)(C)C)(C)C (1-methyl-4-[4-(4,4,5,5-tetramethyl-1,3,2-dioxaborolan-2-yl)pyridin-2-yl]piperazine). Yields the product COC=1C=C(CCC=2N=C3C(=NC2)NC(=C3)C3=CC(=NC=C3)N3CCN(CC3)C)C=C(C1)OC (2-(3,5-Dimethoxyphenethyl)-6-(2-(4-methylpiperazin-1-yl)pyridin-4-yl)-5H-pyrrolo[2,3-b]pyrazine). As a reaction SMILES: Br[C:2]1[NH:22][C:5]2=[N:6][CH:7]=[C:8]([CH2:10][CH2:11][C:12]3[CH:17]=[C:16]([O:18][CH3:19])[CH:15]=[C:14]([O:20][CH3:21])[CH:13]=3)[N:9]=[C:4]2[CH:3]=1.[CH3:23][N:24]1[CH2:29][CH2:28][N:27]([C:30]2[CH:35]=[C:34](B3OC(C)(C)C(C)(C)O3)[CH:33]=[CH:32][N:31]=2)[CH2:26][CH2:25]1>>[CH3:21][O:20][C:14]1[CH:13]=[C:12]([CH:17]=[C:16]([O:18][CH3:19])[CH:15]=1)[CH2:11][CH2:10][C:8]1[N:9]=[C:4]2[CH:3]=[C:2]([C:34]3[CH:33]=[CH:32][N:31]=[C:30]([N:27]4[CH2:26][CH2:25][N:24]([CH3:23])[CH2:29][CH2:28]4)[CH:35]=3)[NH:22][C:5]2=[N:6][CH:7]=1. Procedure: The compound was prepared by using procedure analogous to those described for the synthesis of Example 53, Step 2 starting from 6-bromo-2-[2-(3,5-dimethoxyphenyl)ethyl]-5H-pyrrolo[2,3-b]pyrazine and 1-methyl-4-[4-(4,4,5,5-tetramethyl-1,3,2-dioxaborolan-2-yl)pyridin-2-yl]piperazine (from Boron Molecular). LCMS calculated for C26H31N6O2 (M+H)+: m/z=459.2. Found 459.1. Reactants: CN(CCN(C)C)C (N,N,N′,N′-Tetramethylethylenediamine), CC1(C2=CC=CC(=C2OC=2C(=CC=CC12)P(C1=CC=CC=C1)C1=CC=CC=C1)P(C1=CC=CC=C1)C1=CC=CC=C1)C ((9,9-dimethyl-9H-xanthene-4,5-diyl)bis(diphenylphosphine)), BrC=1C(=C(C=C(C1C)Cl)C(C)N1N=C(C=2C1=NC=NC2N)C)OCC (1-(1-(3-Bromo-5-chloro-2-ethoxy-4-methylphenyl)ethyl)-3-methyl-1H-pyrazolo[3,4-d]pyrimidin-4-amine). Reagents/catalysts: [C-]#N.[Zn+2].[C-]#N (zinc cyanide), C=1C=CC(=CC1)/C=C/C(=O)/C=C/C2=CC=CC=C2.C=1C=CC(=CC1)/C=C/C(=O)/C=C/C2=CC=CC=C2.C=1C=CC(=CC1)/C=C/C(=O)/C=C/C2=CC=CC=C2.[Pd].[Pd] (tris(dibenzylideneacetone)dipalladium(0)). The solvent is CN(C=O)C (N,N-dimethylformamide). Conditions: temperature 160 celsius. The product is NC1=C2C(=NC=N1)N(N=C2C)C(C)C=2C(=C(C#N)C(=C(C2)Cl)C)OCC (3-[1-(4-Amino-3-methyl-1H-pyrazolo[3,4-d]pyrimidin-1-yl)ethyl]-5-chloro-2-ethoxy-6-methylbenzonitrile). The yield is 19.6%. As a reaction SMILES: [CH3:1][N:2](C)CCN(C)C.CC1(C)C2C=CC=C(P(C3C=CC=CC=3)C3C=CC=CC=3)C=2OC2C1=CC=CC=2P(C1C=CC=CC=1)C1C=CC=CC=1.Br[C:52]1[C:53]([O:73][CH2:74][CH3:75])=[C:54]([CH:60]([N:62]2[C:66]3=[N:67][CH:68]=[N:69][C:70]([NH2:71])=[C:65]3[C:64]([CH3:72])=[N:63]2)[CH3:61])[CH:55]=[C:56]([Cl:59])[C:57]=1[CH3:58]>CN(C)C=O.[C-]#N.[Zn+2].[C-]#N.C1C=CC(/C=C/C(/C=C/C2C=CC=CC=2)=O)=CC=1.C1C=CC(/C=C/C(/C=C/C2C=CC=CC=2)=O)=CC=1.C1C=CC(/C=C/C(/C=C/C2C=CC=CC=2)=O)=CC=1.[Pd].[Pd]>[NH2:71][C:70]1[N:69]=[CH:68][N:67]=[C:66]2[N:62]([CH:60]([C:54]3[C:53]([O:73][CH2:74][CH3:75])=[C:52]([C:57]([CH3:58])=[C:56]([Cl:59])[CH:55]=3)[C:1]#[N:2])[CH3:61])[N:63]=[C:64]([CH3:72])[C:65]=12 |f:4.5.6,7.8.9.10.11|. Procedure details: N,N,N′,N′-Tetramethylethylenediamine (10 μL, 0.07 mmol), zinc cyanide (3 mg, 0.03 mmol), tris(dibenzylideneacetone)dipalladium(0) (0.9 mg, 0.001 mmol) and (9,9-dimethyl-9H-xanthene-4,5-diyl)bis(diphenylphosphine) (2 mg, 0.003 mmol) was added successively to a solution of 1-[1-(3-bromo-5-chloro-2-ethoxy-4-methylphenyl)ethyl]-3-methyl-1H-pyrazolo[3,4-d]pyrimidin-4-amine (14 mg, 0.033 mmol, Peak 1 from Example 195, step 4) in N,N-dimethylformamide (0.5 mL) in a microwave tube. The tube was sealed a... Starting materials: CCCC[N+](CCCC)(CCCC)CCCC, Cc1nc(-c2ccc(C(F)(F)F)nc2)sc1CO, Cc1nc(-c2ccc(C(F)(F)F)nc2)sc1C=O, [F-], C[Si](C)(C)C(F)(F)F, C1CCOC1. The product is Cc1nc(-c2ccc(C(F)(F)F)nc2)sc1C(O)C(F)(F)F. Reaction SMILES: [CH2:46]([N+:47]([CH2:48][CH2:49][CH2:50][CH3:51])([CH2:52][CH2:53][CH2:54][CH3:55])[CH2:56][CH2:57][CH2:58][CH3:59])[CH2:60][CH2:61][CH3:62].[CH3:19][c:20]1[n:21][c:22](-[c:23]2[cH:24][n:25][c:26]([C:33]([F:34])([F:35])[F:36])[cH:27][cH:28]2)[s:29][c:30]1[CH2:31][OH:32].[CH3:1][c:2]1[n:3][c:4](-[c:9]2[cH:10][n:11][c:12]([C:15]([F:16])([F:17])[F:18])[cH:13][cH:14]2)[s:5][c:6]1[CH:7]=[O:8].[F-:45].[F:37][C:38]([Si:39]([CH3:40])([CH3:41])[CH3:42])([F:43])[F:44].[O:63]1[CH2:64][CH2:65][CH2:66][CH2:67]1>>[CH3:1][c:2]1[n:3][c:4](-[c:9]2[cH:10][n:11][c:12]([C:15]([F:16])([F:17])[F:18])[cH:13][cH:14]2)[s:5][c:6]1[CH:7]([OH:8])[C:33]([F:34])([F:35])[F:36]. Starting materials: solution, Mg THF, Mg, CN(CCCN1C(C=C(C=C1)C(=O)N(C)OC)=O)C (1-(3-(dimethylamino)propyl)-N-methoxy-N-methyl-2-oxo-1,2-dihydro-pyridine-4-carboxamide), BrC1=CC=C(OC2OCCCC2)C=C1 (2-(4-bromophenoxy)-tetrahydro-2H-pyran), II (Iodine), C(C)Br (ethyl bromide), BrC1=CC=C(OC2OCCCC2)C=C1 (2-(4-Bromophenoxy)-tetrahydro-2H-pyran). Solvent: C1CCOC1 (THF), C1CCOC1 (THF), C1CCOC1 (THF). Reaction conditions: temperature 55 celsius, time 30 minute. Product: CN(CCCN1C(C=C(C=C1)C(C1=CC=C(C=C1)OC1OCCCC1)=O)=O)C (1-(3-(dimethylamino)propyl)-4-(4-(tetrahydro-2H-pyran-2-yloxy)benzoyl)pyridin-2(1H)-one). The yield is 79.5%. As a reaction SMILES: II.C(Br)C.Br[C:7]1[CH:19]=[CH:18][C:10]([O:11][CH:12]2[CH2:17][CH2:16][CH2:15][CH2:14][O:13]2)=[CH:9][CH:8]=1.[CH3:20][N:21]([CH3:38])[CH2:22][CH2:23][CH2:24][N:25]1[CH:30]=[CH:29][C:28]([C:31](N(OC)C)=[O:32])=[CH:27][C:26]1=[O:37]>C1COCC1>[CH3:38][N:21]([CH3:20])[CH2:22][CH2:23][CH2:24][N:25]1[CH:30]=[CH:29][C:28]([C:31](=[O:32])[C:7]2[CH:19]=[CH:18][C:10]([O:11][CH:12]3[CH2:17][CH2:16][CH2:15][CH2:14][O:13]3)=[CH:9][CH:8]=2)=[CH:27][C:26]1=[O:37]. Procedure: Mg (440 mg, 3.5 eq) was added to a 3-neck round bottom flask containing 50 mL anhydrous THF, and the mixture was heated to 55° C. Iodine chips (2 grains) were added in one lot followed by 0.1 mL ethyl bromide. 2-(4-Bromophenoxy)-tetrahydro-2H-pyran (4.0 g, 3.0 eq) was dissolved in 30 mL anhydrous THF, and 3 mL of this solution was added at once to the Mg-THF suspension. The reaction was initiated after 30 min and reflux started. the remaining solution of 2-(4-bromophenoxy)-tetrahydro-2H-pyran wa... The reactants are COC1=CC=C(CO)C=C1 (4-methoxybenzyl alcohol), C(C)(C)N(C(C)C)CC (N,N-diisopropylethylamine), CS(=O)(=O)Cl (methanesulfonyl chloride). Solvent: C(C)#N (acetonitrile). Conditions: time 2 hour. Product: S(C)(=O)(=O)OCC1=CC=C(C=C1)OC (4-methoxybenzyl Mesylate). As a reaction SMILES: [CH3:1][O:2][C:3]1[CH:10]=[CH:9][C:6]([CH2:7][OH:8])=[CH:5][CH:4]=1.C(N(CC)C(C)C)(C)C.[CH3:20][S:21](Cl)(=[O:23])=[O:22]>C(#N)C>[S:21]([O:8][CH2:7][C:6]1[CH:9]=[CH:10][C:3]([O:2][CH3:1])=[CH:4][CH:5]=1)(=[O:23])(=[O:22])[CH3:20]. Procedure details: Combine 4-methoxybenzyl alcohol (45.4 mmol), N,N-diisopropylethylamine (12.9 g, 100 mmol), and acetonitrile (60 mL). Cool in an ice bath. Add methanesulfonyl chloride (6.76 , 49.0 mmol). After 2 hours, partition the reaction mixture between water and ethyl acetate. Separate the layers and extract the organic layer with 1 M hydrochloric acid solution and then a saturated solution of sodium bicarbonate. Dry the organic layer over Na2SO4, filter, and evaporate in vacuo to give the title compound. Starting materials: CCO, Cc1cn(NCCCc2ccncc2F)c2ccc(OCc3ccccc3)cc12. Yields the product Cc1cn(NCCCc2ccncc2F)c2ccc(O)cc12. RXN SMILES: [CH3:30][CH2:31][OH:32].[F:1][c:2]1[cH:3][n:4][cH:5][cH:6][c:7]1[CH2:8][CH2:9][CH2:10][NH:11][n:12]1[cH:13][c:14]([CH3:29])[c:15]2[cH:16][c:17]([O:21][CH2:22][c:23]3[cH:24][cH:25][cH:26][cH:27][cH:28]3)[cH:18][cH:19][c:20]12>>[F:1][c:2]1[cH:3][n:4][cH:5][cH:6][c:7]1[CH2:8][CH2:9][CH2:10][NH:11][n:12]1[cH:13][c:14]([CH3:29])[c:15]2[cH:16][c:17]([OH:21])[cH:18][cH:19][c:20]12.